Dataset: the Open Reaction Database (ORD), a public repository of structured organic reaction records. Task: describe an organic reaction: reactants, conditions, products, and yield The reactants are CC1=C(N=C(O1)C1=CC=CC=C1)CCOC1=NC=C(C=C1)[N+](=O)[O-] (2-[2-(5-methyl-2-phenyl-4-oxazolyl)ethoxy]-5-nitropyridine). The reagents and catalysts are [C].[Pd] (palladium carbon). Run in C(C)(=O)OCC (ethyl acetate). Yields the product NC=1C=CC(=NC1)OCCC=1N=C(OC1C)C1=CC=CC=C1 (5-amino-2-[2-(5-methyl-2-phenyl-4-oxazolyl)ethoxy]pyridine). Isolated yield 93.7%. As a reaction SMILES: [CH3:1][C:2]1[O:6][C:5]([C:7]2[CH:12]=[CH:11][CH:10]=[CH:9][CH:8]=2)=[N:4][C:3]=1[CH2:13][CH2:14][O:15][C:16]1[CH:21]=[CH:20][C:19]([N+:22]([O-])=O)=[CH:18][N:17]=1>[C].[Pd].C(OCC)(=O)C>[NH2:22][C:19]1[CH:20]=[CH:21][C:16]([O:15][CH2:14][CH2:13][C:3]2[N:4]=[C:5]([C:7]3[CH:12]=[CH:11][CH:10]=[CH:9][CH:8]=3)[O:6][C:2]=2[CH3:1])=[N:17][CH:18]=1 |f:1.2|. Reported procedure: A mixture of 2-[2-(5-methyl-2-phenyl-4-oxazolyl)ethoxy]-5-nitropyridine (13.4 g), palladium carbon (5%, 1.5 g) and ethyl acetate (200 ml) methanol (150 ml) was subjected to catalytic hydrogenation at room temperature under 1 atmospheric pressure. The catalyst was filtered off, and the filtrate was concentrated under reduced pressure to leave crystals. The crystals were collected by filtration to obtain 5-amino-2-[2-(5-methyl-2-phenyl-4-oxazolyl)ethoxy]pyridine (11.4 g, 93%), which was recrystall...